From a dataset of the Open Reaction Database (ORD), a public repository of structured organic reaction records. describe an organic reaction: reactants, conditions, products, and yield As a reaction SMILES: [CH3:1][C@@H:2]1[CH2:6][C:5]2[CH:7]=[C:8]([CH3:12])[CH:9]=[C:10]([NH2:11])[C:4]=2[O:3]1.C1C(=O)N([Br:20])C(=O)C1>CN(C=O)C>[Br:20][C:7]1[C:5]2[CH2:6][C@@H:2]([CH3:1])[O:3][C:4]=2[C:10]([NH2:11])=[CH:9][C:8]=1[CH3:12]. Procedure: To a mixture of (R)-2,5-dimethyl-2,3-dihydrobenzofuran-7-amine (3f) (1.3 g, 7.9 mmol) in DMF (16 mL) was added NBS (1.42 g, 7.9 mmol) at 0° C. It was stirred for 15 min at 0° C. The mixture was extracted with EtOAc (150 mL), washed with NaHSO3 (50 mL), water and brine, dried and concentrated. The residue was purified by column chromatography on silica gel eluting with hexanes/EtOAc (20:1) to give the title compound (3g) as a solid. MS-ESI (m/z): 242 (M+1)+. Run in CN(C)C=O (DMF). Run at temperature 0 celsius, time 15 minute. Yields the product BrC1=C(C=C(C2=C1C[C@H](O2)C)N)C ((R)-4-bromo-2,5-dimethyl-2,3-dihydrobenzofuran-7-amine). Starting materials: C[C@H]1OC2=C(C1)C=C(C=C2N)C ((R)-2,5-dimethyl-2,3-dihydrobenzofuran-7-amine), C1CC(=O)N(C1=O)Br (NBS).